The task is: describe an organic reaction: reactants, conditions, products, and yield. This data is from the Open Reaction Database (ORD), a public repository of structured organic reaction records. The reactants are CN(CCCON=C1C=2C(=NC(=NC2CC(C1)C1=C(C=CC(=C1)F)C1=CC=CC=C1)N)C)C (2-amino-7-(4-fluoro-biphenyl-2-yl)-4-methyl-7,8-dihydro-6H-quinazolin-5-one O-(3-dimethylamino-propyl)-oxime), NC1=NC=2CC(CC(C2C(=N1)C)=NO)C1=C(C=C(C=C1)F)C=1C=NC=CC1 (2-amino-7-(4-fluoro-2-pyridin-3-yl-phenyl)-4-methyl-7,8-dihydro-6H-quinazolin-5-one oxime), compound 89, 3-dimethyl-aminopropyl chloride hydrochloride, [H-].[Na+] (sodium hydride), CN(CCCON=C1C=2C(=NC(=NC2CC(C1)C1=C(C=CC(=C1)F)C1=CC=CC=C1)N)C)C (2-amino-7-(4-fluoro-biphenyl-2-yl)-4-methyl-7,8-dihydro-6H-quinazolin-5-one O-(3-dimethylamino-propyl)-oxime). Solvent: O (water). The product is CN(CCCON=C1C=2C(=NC(=NC2CC(C1)C1=C(C=C(C=C1)F)C=1C=NC=CC1)N)C)C (2-Amino-7-(4-fluoro-2-pyridin-3-yl-phenyl)-4-methyl-7,8-dihydro-6H-quinazolin-5-one O-(3-dimethylamino-propyl)-oxime). RXN SMILES: [NH2:1][C:2]1[N:11]=[C:10]([CH3:12])[C:9]2[C:8](=[N:13][OH:14])[CH2:7][CH:6]([C:15]3[CH:20]=[CH:19][C:18]([F:21])=[CH:17][C:16]=3[C:22]3[CH:23]=[N:24][CH:25]=[CH:26][CH:27]=3)[CH2:5][C:4]=2[N:3]=1.[H-].[Na+].[CH3:30][N:31]([CH3:62])[CH2:32][CH2:33][CH2:34]ON=C1CC(C2C=C(F)C=CC=2C2C=CC=CC=2)CC2N=C(N)N=C(C)C1=2>O>[CH3:30][N:31]([CH3:62])[CH2:32][CH2:33][CH2:34][O:14][N:13]=[C:8]1[CH2:7][CH:6]([C:15]2[CH:20]=[CH:19][C:18]([F:21])=[CH:17][C:16]=2[C:22]2[CH:23]=[N:24][CH:25]=[CH:26][CH:27]=2)[CH2:5][C:4]2[N:3]=[C:2]([NH2:1])[N:11]=[C:10]([CH3:12])[C:9]1=2 |f:1.2|. Procedure details: The title compound was prepared from 2-amino-7-(4-fluoro-2-pyridin-3-yl-phenyl)-4-methyl-7,8-dihydro-6H-quinazolin-5-one oxime, compound 89, (100 mg, 0.275 mmol), 3-dimethyl-aminopropyl chloride hydrochloride (52 mg, 0.330 mmol) and sodium hydride (60% dispersion in oil) (35 mg, 0.881 mmol) following the same procedure used for 2-amino-7-(4-fluoro-biphenyl-2-yl)-4-methyl-7,8-dihydro-6H-quinazolin-5-one O-(3-dimethylamino-propyl)-oxime (compound 88) except after addition of water the solvent was ... The reactants are C1(=CC=CC=C1)P(C1=CC=CC=C1)C1=CC=CC=C1 (triphenylphosphine), N(=NC(=O)OCC)C(=O)OCC (diethyl azodicarboxylate), FC1=C(C(=CC=C1F)[N+](=O)[O-])O (2,3-difluoro-6- nitrophenol), O1C(CCCC1)OC(CO)C (2-O-(tetra-hydropyran-2-yl)propane-1,2-diol). The solvent is O1CCCC1 (tetrahydrofuran), O1CCCC1 (tetrahydrofuran). The product is FC1=C(C(=CC=C1F)[N+](=O)[O-])OCC(C)OC1OCCCC1 (2,3-Difluoro-6-nitro-{[2-(tetrahydropyran-2-yl)oxypropyl]oxy}benzene). Isolated yield 97.2%. RXN SMILES: C1(P(C2C=CC=CC=2)C2C=CC=CC=2)C=CC=CC=1.N(C(OCC)=O)=NC(OCC)=O.[F:32][C:33]1[C:38]([F:39])=[CH:37][CH:36]=[C:35]([N+:40]([O-:42])=[O:41])[C:34]=1[OH:43].[O:44]1[CH2:49][CH2:48][CH2:47][CH2:46][CH:45]1[O:50][CH:51]([CH3:54])[CH2:52]O>O1CCCC1>[F:32][C:33]1[C:38]([F:39])=[CH:37][CH:36]=[C:35]([N+:40]([O-:42])=[O:41])[C:34]=1[O:43][CH2:52][CH:51]([O:50][CH:45]1[CH2:46][CH2:47][CH2:48][CH2:49][O:44]1)[CH3:54]. Reported procedure: To a solution of 2.04 g of triphenylphosphine in 10 ml of anhydrous tetrahydrofuran was added dropwise 1.36 g of diethyl azodicarboxylate with stirring under cooling with ice, and the resulting mixture was stirred at the same temperature for 30 minutes. To this solution was added dropwise a solution of 1.05 g of 2,3-difluoro-6- nitrophenol (IV, Xa=Xb=F), 1.01 g of 2-O-(tetra-hydropyran-2-yl)propane-1,2-diol (III, Rc=THP) in 5 ml of anhydrous tetrahydrofuran and then the mixture was stirred at ro... Reactants: CC(C)N1CCN(CCC1)C(=O)N1CC(C1)O (1-{[4-(1-methylethyl)-1,4-diazepan-1-yl]carbonyl}azetidin-3-ol), FC=1C=CC(=NC1)C(C)(C)O (2-(5-fluoropyridin-2-yl)propan-2-ol). The product is CC(C)N1CCN(CCC1)C(=O)N1CC(C1)OC=1C=CC(=NC1)C(C)(C)O (2-{5-[(1-{[4-(1-methylethyl)-1,4-diazepan-1-yl]carbonyl}azetidin-3-yl)oxy]pyridin-2-yl}propan-2-ol). RXN SMILES: [CH3:1][CH:2]([N:4]1[CH2:10][CH2:9][CH2:8][N:7]([C:11]([N:13]2[CH2:16][CH:15]([OH:17])[CH2:14]2)=[O:12])[CH2:6][CH2:5]1)[CH3:3].F[C:19]1[CH:20]=[CH:21][C:22]([C:25]([OH:28])([CH3:27])[CH3:26])=[N:23][CH:24]=1>>[CH3:3][CH:2]([N:4]1[CH2:10][CH2:9][CH2:8][N:7]([C:11]([N:13]2[CH2:16][CH:15]([O:17][C:19]3[CH:20]=[CH:21][C:22]([C:25]([OH:28])([CH3:27])[CH3:26])=[N:23][CH:24]=3)[CH2:14]2)=[O:12])[CH2:6][CH2:5]1)[CH3:1]. Procedure: In a similar fashion (Route 20, GP I), 1-{[4-(1-methylethyl)-1,4-diazepan-1-yl]carbonyl}azetidin-3-ol (100 mg, 0.41 mmol) and 2-(5-fluoropyridin-2-yl)propan-2-ol (90 mg, 0.41 mmol) were used to give the title compound. Crude material (50 mg) after workup gave the title compound as colourless oil (17.7 mg) after purification by preparative HPLC. Reactants: CC=1C=C(N)C=C(C1OCC)C (3,5-dimethyl-4-ethoxyaniline), N(=O)[O-].[Na+] (NaNO2), [OH-].[Na+] (sodium hydroxide), S(=O)([O-])S(=O)[O-].[Na+].[Na+] (sodium dithionite). Procedure: To a cooled (+5° C.), stirred suspension of 9.2 g (0.0557 mol) of 3,5-dimethyl-4-ethoxyaniline in 50 ml of 6N HCl (aq), 3.8 g (0.0557 mol) of NaNO2 in 15 ml of water was added during 30 minutes. After stirring at +5° C. for 30 minutes further, the resulting mixture was added under argon and stirring to 29.1 g (0.167 mol) of sodium dithionite dissolved in 150 ml of water. After stirring for 20 minutes at +5° C., 250 ml of ether was added followed by alkalinization to pH 9 with 10N sodium hydroxid... RXN SMILES: [CH3:1][C:2]1[CH:3]=[C:4]([CH:6]=[C:7]([CH3:12])[C:8]=1[O:9][CH2:10][CH3:11])[NH2:5].[N:13]([O-])=O.[Na+].S(S([O-])=O)([O-])=O.[Na+].[Na+].[OH-].[Na+]>Cl.O.CCOCC>[CH3:1][C:2]1[CH:3]=[C:4]([NH:5][NH2:13])[CH:6]=[C:7]([CH3:12])[C:8]=1[O:9][CH2:10][CH3:11] |f:1.2,3.4.5,6.7|. The product is CC=1C=C(C=C(C1OCC)C)NN (3,5-dimethyl-4-ethoxyphenylhydrazine). The yield is 93.6%. Solvent: CCOCC (ether), Cl (HCl), O (water), O (water). The product is C#CCN1CCC(C(=O)OC)CC1. The reactants are C#CCBr, ClCCl, COC(=O)C1CCNCC1, COc1cc(C=O)ccc1O. RXN SMILES: [CH2:11]([C:12]#[CH:13])[Br:14].[Cl:26][CH2:27][Cl:28].[NH:1]1[CH2:2][CH2:3][CH:4]([C:5](=[O:6])[O:7][CH3:8])[CH2:9][CH2:10]1.[O:15]=[CH:16][c:17]1[cH:18][cH:19][c:20]([OH:21])[c:22]([O:23][CH3:24])[cH:25]1>>[N:1]1([CH2:13][C:12]#[CH:11])[CH2:2][CH2:3][CH:4]([C:5](=[O:6])[O:7][CH3:8])[CH2:9][CH2:10]1. Run at time 12 hour. As a reaction SMILES: [O:1]=[S:2]1(=[O:25])[CH2:7][CH:6]=[C:5]([C:8]2[CH:13]=[CH:12][C:11]([N:14]3[CH2:18][C@H:17]([CH2:19][N:20]=[N+:21]=[N-:22])[O:16][C:15]3=[O:23])=[CH:10][C:9]=2[F:24])[CH2:4][CH2:3]1.[CH2:26]([O:28][C:29]#[CH:30])[CH3:27].N1C(C)=CC=CC=1C.O>C(#N)C.[Cu](I)I>[O:25]=[S:2]1(=[O:1])[CH2:3][CH:4]=[C:5]([C:8]2[CH:13]=[CH:12][C:11]([N:14]3[CH2:18][C@H:17]([CH2:19][N:20]4[CH:27]=[C:26]([O:28][CH2:29][CH3:30])[N:22]=[N:21]4)[O:16][C:15]3=[O:23])=[CH:10][C:9]=2[F:24])[CH2:6][CH2:7]1. Reagents/catalysts: [Cu](I)I (copper iodide). Starting materials: O (Water), O=S1(CCC(=CC1)C1=C(C=C(C=C1)N1C(O[C@H](C1)CN=[N+]=[N-])=O)F)=O ((5R)-3-[4-(1,1-Dioxo-3,6-dihydro-2H-thiopyran-4-yl)-3-fluorophenyl]-5-(azidomethyl)oxazolidin-2-one), C(C)OC#C (Ethoxyacetylene), N1=C(C=CC=C1C)C (2,6-lutidine). Yield: 76.3%. The solvent is C(C)#N (acetonitrile). Product: O=S1(CCC(=CC1)C1=C(C=C(C=C1)N1C(O[C@H](C1)CN1N=NC(=C1)OCC)=O)F)=O ((5R)-3-[4-(1,1-Dioxo-3,6-dihydro-2H-thiopyran-4-yl)-3-fluorophenyl]-5-[(4-ethoxy)-1,2,3-triazol-1-ylmethyl]oxazolidin-2-one). Procedure details: (5R)-3-[4-(1,1-Dioxo-3,6-dihydro-2H-thiopyran-4-yl)-3-fluorophenyl]-5-(azidomethyl)oxazolidin-2-one (Reference Example 2) (733 mg, 2.0 mmol) was dissolved in dry acetonitrile (8 ml). Ethoxyacetylene (420 mg, 6.0 mmol), 2,6-lutidine (236 mg, 2.2 mmol) and copper iodide (38 mg, 10 mmol %) were added and the resulting mixture was stirred at room temperature for 12 hours. Water was added and the mixture was extracted with dichloromethane (3×100 ml). The combined organic layers were concentrated unde... The reactants are BrBr (Bromine), OC1=C(SC(=C1)C)C(=O)OC (methyl 3-hydroxy-5-methyl-2-thiophenecarboxylate), ice water. Run in C(C)(=O)O (acetic acid). The product is BrC=1C(=C(SC1C)C(=O)OC)O (Methyl 4-bromo-3-hydroxy-5-methyl-2-thiophenecarboxylate). The yield is 56.3%. Reaction SMILES: [Br:1]Br.[OH:3][C:4]1[CH:8]=[C:7]([CH3:9])[S:6][C:5]=1[C:10]([O:12][CH3:13])=[O:11]>C(O)(=O)C>[Br:1][C:8]1[C:4]([OH:3])=[C:5]([C:10]([O:12][CH3:13])=[O:11])[S:6][C:7]=1[CH3:9]. Procedure: Bromine (4.6 g, 29 mmoles) is added dropwise at room temperature to a stirred solution of methyl 3-hydroxy-5-methyl-2-thiophenecarboxylate (5.0 g, 29 mmoles) in acetic acid (25 mL). After 16 hours the mixture is stirred into ice water (200 mL), and the precipitate is filtered off, rinsed with water, with aqueous sodium thiosulfate, again with water and dried. Recrystallization from methyl t-butyl ether gave the pure product (4.1 g); mp 96°-97° C. The reactants are COc1ccc(NC(C)=O)cc1NC(C)=O, CC(=O)OC(C)=O, COc1ccc(NC(C)=O)cc1N, CO, Cl, O=[N+]([O-])c1ccc(Cl)c([N+](=O)[O-])c1, COc1ccc(N)cc1N, [Na+], [OH-]. The product is COc1ccc(NC(C)=O)cc1N, Cl. As a reaction SMILES: [C:37]([NH:38][c:39]1[cH:40][c:41]([NH:42][C:43](=[O:44])[CH3:45])[cH:46][cH:47][c:48]1[O:49][CH3:50])(=[O:51])[CH3:52].[CH3:17][C:18]([O:19][C:20](=[O:21])[CH3:22])=[O:23].[CH3:24][O:25][c:26]1[cH:27][cH:28][c:29]([NH:33][C:34]([CH3:35])=[O:36])[cH:30][c:31]1[NH2:32].[CH3:63][OH:64].[ClH:1].[N+:2]([c:3]1[cH:4][c:5]([N+:6]([O-:7])=[O:8])[cH:9][cH:10][c:11]1[Cl:14])([O-:12])=[O:13].[NH2:53][c:54]1[cH:55][c:56]([NH2:57])[cH:58][cH:59][c:60]1[O:61][CH3:62].[Na+:16].[OH-:15]>>[CH3:24][O:25][c:26]1[cH:27][cH:28][c:29]([NH:33][C:34]([CH3:35])=[O:36])[cH:30][c:31]1[NH2:32].[ClH:14]. Reactants: COC(C1=C(C(=C(C(=C1)OC)OC)OC)Br)OC (2-Bromo-3,4,5-trimethoxybenzaldehyde dimethylacetal), C(C)OC=1C=C(C=O)C=CC1OCC (3,4-diethoxybenzaldehyde), C(#CC(=O)OC)C(=O)OC (dimethyl acetylenedicarboxylate), ( 2 ). Product: C(C)OC=1C=C(C=CC1OCC)C1=C(C(=C(C2=CC(=C(C(=C12)OC)OC)OC)O)C(=O)OC)C(=O)OC (1-(3,4-diethoxyphenyl)-2,3-bis(methoxycarbonyl)-4-hydroxy-6,7,8-trimethoxynaphthalene). RXN SMILES: CO[CH:3]([O:17]C)[C:4]1[CH:9]=[C:8]([O:10][CH3:11])[C:7]([O:12][CH3:13])=[C:6]([O:14][CH3:15])[C:5]=1Br.[CH2:19]([O:21][C:22]1[CH:23]=[C:24]([CH:27]=[CH:28][C:29]=1[O:30][CH2:31][CH3:32])[CH:25]=O)[CH3:20].[C:33]([C:39]([O:41][CH3:42])=[O:40])#[C:34][C:35]([O:37][CH3:38])=[O:36]>>[CH2:19]([O:21][C:22]1[CH:23]=[C:24]([C:25]2[C:5]3[C:4](=[CH:9][C:8]([O:10][CH3:11])=[C:7]([O:12][CH3:13])[C:6]=3[O:14][CH3:15])[C:3]([OH:17])=[C:34]([C:35]([O:37][CH3:38])=[O:36])[C:33]=2[C:39]([O:41][CH3:42])=[O:40])[CH:27]=[CH:28][C:29]=1[O:30][CH2:31][CH3:32])[CH3:20]. Reported procedure: 2-Bromo-3,4,5-trimethoxybenzaldehyde dimethylacetal, 3,4-diethoxybenzaldehyde and dimethyl acetylenedicarboxylate are treated in the same manner as described in Example 1-(1) & (2), whereby 1-(3,4-diethoxyphenyl)-2,3-bis(methoxycarbonyl)-4-hydroxy-6,7,8-trimethoxynaphthalene is obtained as colorless crystals. Starting materials: C(C)(=O)OC(C#C)(CCC)CCC (3-acetoxy-3-propyl-1-hexyne), C(C)NCC (diethylamine), C=O (paraformaldehyde), O1CCOCC1 (dioxane), amine. Solvent: CCOCC (ether). Product: C(C)N(CC#CC(CCC)(CCC)OC(C)=O)CC (1-Diethylamino-4-acetoxy-4-propyl-2-heptyne). As a reaction SMILES: [C:1]([O:4][C:5]([CH2:11][CH2:12][CH3:13])([CH2:8][CH2:9][CH3:10])[C:6]#[CH:7])(=[O:3])[CH3:2].[CH2:14]([NH:16][CH2:17][CH3:18])[CH3:15].C=O.O1CCOC[CH2:22]1>CCOCC>[CH2:14]([N:16]([CH2:17][CH3:18])[CH2:22][C:7]#[C:6][C:5]([O:4][C:1](=[O:3])[CH3:2])([CH2:8][CH2:9][CH3:10])[CH2:11][CH2:12][CH3:13])[CH3:15]. Reported procedure: A mixture of 3-acetoxy-3-propyl-1-hexyne (115.2 g., 0.634 mole), diethylamine (51 g., 0.7 mole), paraformaldehyde (24.9 g., 0.83 mole) and dioxane (120 ml.) is stirred and heated on the steam bath for 2 hours. The reaction mixture is cooled, treated with ether and the product extracted into ice-cold 5% hydrochloric acid. The cold acidic solution is then basified with ice-cold 10% sodium hydroxide. The oily amine is taken up in ether, washed with water and brine and dried over sodium sulfate. Dis...